From a dataset of the Open Reaction Database (ORD), a public repository of structured organic reaction records. describe an organic reaction: reactants, conditions, products, and yield Reactants: [OH-].[Na+] (sodium hydroxide), ClC1=CC2=C(C(C=3N(C(=CC3CS2)CC(=O)OCC)C)=O)C=C1 (Ethyl 7-chloro-4,10 dihydro-1-methyl-10-oxo-1H-[1]benzothiepino[4,3-b]pyrrole-2-acetate), Cl (HCl). Solvent: C(C)O (ethanol). The product is ClC1=CC2=C(C(C=3N(C(=CC3CS2)CC(=O)O)C)=O)C=C1 (7-Chloro-4,10 dihydro-1-methyl-10-oxo-1H-[1]benzothiepino [4,3-b]pyrrole-2-acetic acid). RXN SMILES: [Cl:1][C:2]1[CH:23]=[CH:22][C:5]2[C:6](=[O:21])[C:7]3[N:8]([CH3:20])[C:9]([CH2:14][C:15]([O:17]CC)=[O:16])=[CH:10][C:11]=3[CH2:12][S:13][C:4]=2[CH:3]=1.[OH-].[Na+].Cl>C(O)C>[Cl:1][C:2]1[CH:23]=[CH:22][C:5]2[C:6](=[O:21])[C:7]3[N:8]([CH3:20])[C:9]([CH2:14][C:15]([OH:17])=[O:16])=[CH:10][C:11]=3[CH2:12][S:13][C:4]=2[CH:3]=1 |f:1.2|. Procedure details: Ethyl 7-chloro-4,10 dihydro-1-methyl-10-oxo-1H-[1]benzothiepino[4,3-b]pyrrole-2-acetate (73 mg, 0.21 mmol) is dissolved in hot ethanol (2 ml) and 2.5 N aqueous sodium hydroxide (1 ml, 2.5 mmol) is added. The mixture is heated to 70° and stirred until it becomes homogeneous. Stirring is continued an additional fifteen minutes, then the mixture is cooled and treated with 2.5 N aqueous HCl (1.5 ml) to precipitate 58 mg (86%) of 7-chloro-4,10 dihydro-1-methyl-10-oxo-1H-[1]benzothiepino [4,3-b]pyrrol...